From a dataset of the Open Reaction Database (ORD), a public repository of structured organic reaction records. describe an organic reaction: reactants, conditions, products, and yield Starting materials: COC(=O)c1cccc(-n2c(C)cc(OCc3ccc(F)cc3F)c(Br)c2=O)c1, CO, Cl, [Na+], C1CCOC1, [OH-]. Product: Cc1cc(OCc2ccc(F)cc2F)c(Br)c(=O)n1-c1cccc(C(=O)O)c1. RXN SMILES: [Br:1][c:2]1[c:3](=[O:29])[n:4](-[c:19]2[cH:20][c:21]([C:22](=[O:23])[O:24][CH3:25])[cH:26][cH:27][cH:28]2)[c:5]([CH3:18])[cH:6][c:7]1[O:8][CH2:9][c:10]1[c:11]([F:17])[cH:12][c:13]([F:16])[cH:14][cH:15]1.[CH3:33][OH:34].[ClH:32].[Na+:31].[O:35]1[CH2:36][CH2:37][CH2:38][CH2:39]1.[OH-:30]>>[Br:1][c:2]1[c:3](=[O:29])[n:4](-[c:19]2[cH:20][c:21]([C:22](=[O:23])[OH:24])[cH:26][cH:27][cH:28]2)[c:5]([CH3:18])[cH:6][c:7]1[O:8][CH2:9][c:10]1[c:11]([F:17])[cH:12][c:13]([F:16])[cH:14][cH:15]1. Procedure details: The title compound was prepared from the N-[6-bromo-7-methyl-8-(3-trifluoromethyl-phenyl)-[1,2,4]triazolo[1,5-a]pyridin-2-yl]-acetamide (Int. 18, 65 mg, 0.157 mmol) and 4-(5-tributylstannanyl-pyrazol-1-yl)-benzonitrile (Int. 3, 79 mg, 0.173 mmol) using a similar method to that used in Example 1 (Step 4) (26 mg). The product is C(#N)C1=CC=C(C=C1)N1N=CC=C1C=1C(=C(C=2N(C1)N=C(N2)NC(C)=O)C2=CC(=CC=C2)C(F)(F)F)C (N-[6-[2-(4-Cyano-phenyl)-2H-pyrazol-3-yl]-7-methyl-8-(3-trifluoromethyl-phenyl)-[1,2,4]triazolo[1,5-a]pyridin-2-yl]-acetamide). RXN SMILES: Br[C:2]1[C:3]([CH3:25])=[C:4]([C:15]2[CH:20]=[CH:19][CH:18]=[C:17]([C:21]([F:24])([F:23])[F:22])[CH:16]=2)[C:5]2[N:6]([N:8]=[C:9]([NH:11][C:12](=[O:14])[CH3:13])[N:10]=2)[CH:7]=1.C([Sn](CCCC)(CCCC)[C:31]1[N:35]([C:36]2[CH:43]=[CH:42][C:39]([C:40]#[N:41])=[CH:38][CH:37]=2)[N:34]=[CH:33][CH:32]=1)CCC>>[C:40]([C:39]1[CH:38]=[CH:37][C:36]([N:35]2[C:31]([C:2]3[C:3]([CH3:25])=[C:4]([C:15]4[CH:20]=[CH:19][CH:18]=[C:17]([C:21]([F:22])([F:24])[F:23])[CH:16]=4)[C:5]4[N:6]([N:8]=[C:9]([NH:11][C:12](=[O:14])[CH3:13])[N:10]=4)[CH:7]=3)=[CH:32][CH:33]=[N:34]2)=[CH:43][CH:42]=1)#[N:41]. Starting materials: BrC=1C(=C(C=2N(C1)N=C(N2)NC(C)=O)C2=CC(=CC=C2)C(F)(F)F)C (N-[6-bromo-7-methyl-8-(3-trifluoromethyl-phenyl)-[1,2,4]triazolo[1,5-a]pyridin-2-yl]-acetamide), C(CCC)[Sn](C1=CC=NN1C1=CC=C(C#N)C=C1)(CCCC)CCCC (4-(5-tributylstannanyl-pyrazol-1-yl)-benzonitrile). Starting materials: C1CCNCC1, CCO, O=C1Cc2c(cccc2-c2cccc(C(F)(F)F)c2)N1, Cc1cc(C(=O)NCCn2ccnn2)c(C=O)[nH]1. The product is Cc1cc(C(=O)NCCn2ccnn2)c(C=C2C(=O)Nc3cccc(-c4cccc(C(F)(F)F)c4)c32)[nH]1. RXN SMILES: [CH2:39]1[CH2:40][CH2:41][NH:42][CH2:43][CH2:44]1.[CH3:45][CH2:46][OH:47].[F:1][C:2]([c:3]1[cH:4][c:5](-[c:9]2[c:10]3[c:14]([cH:15][cH:16][cH:17]2)[NH:13][C:12](=[O:18])[CH2:11]3)[cH:6][cH:7][cH:8]1)([F:19])[F:20].[n:21]1([CH2:26][CH2:27][NH:28][C:29](=[O:30])[c:31]2[c:32]([CH:37]=[O:38])[nH:33][c:34]([CH3:36])[cH:35]2)[n:22][n:23][cH:24][cH:25]1>>[F:1][C:2]([c:3]1[cH:4][c:5](-[c:9]2[c:10]3[c:14]([cH:15][cH:16][cH:17]2)[NH:13][C:12](=[O:18])[C:11]3=[CH:37][c:32]2[c:31]([C:29]([NH:28][CH2:27][CH2:26][n:21]3[n:22][n:23][cH:24][cH:25]3)=[O:30])[cH:35][c:34]([CH3:36])[nH:33]2)[cH:6][cH:7][cH:8]1)([F:19])[F:20]. The reactants are C(=O)NC(CC1=CC=C(C=CC(=O)OCC)C=C1)C=1C=NC=CC1 (Ethyl 4-[2-formamido-2-(3-pyridyl)ethyl]cinnamate), S(O)(O)(=O)=O (sulfuric acid). Solvent: C(C)O (ethanol), O1CCCC1 (tetrahydrofuran), O (water). Reaction conditions: temperature 65 celsius, time 17 hour. The product is NC(CC1=CC=C(C=CC(=O)OCC)C=C1)C=1C=NC=CC1 (ethyl 4-[2-amino-2-(3-pyridyl)ethyl]cinnamate). The yield is 95.8%. As a reaction SMILES: C([NH:3][CH:4]([C:19]1[CH:20]=[N:21][CH:22]=[CH:23][CH:24]=1)[CH2:5][C:6]1[CH:18]=[CH:17][C:9]([CH:10]=[CH:11][C:12]([O:14][CH2:15][CH3:16])=[O:13])=[CH:8][CH:7]=1)=O.S(=O)(=O)(O)O>C(O)C.O1CCCC1.O>[NH2:3][CH:4]([C:19]1[CH:20]=[N:21][CH:22]=[CH:23][CH:24]=1)[CH2:5][C:6]1[CH:18]=[CH:17][C:9]([CH:10]=[CH:11][C:12]([O:14][CH2:15][CH3:16])=[O:13])=[CH:8][CH:7]=1. Reported procedure: Ethyl 4-[2-formamido-2-(3-pyridyl)ethyl]cinnamate (0.40 g) was dissolved in a mixed solvent of 10 ml of ethanol, 10 ml of tetrahydrofuran and 8 ml of water, followed by addition of 0.40 ml of concentrated sulfuric acid and heating to 65 ° C., and stirred for 17 hours. After completion of the reaction, the solvent was evaporated under reduced pressure, followed by addition of CH2Cl2 and water and subsequent gradual addition of saturated aqueous solution of sodium hydrogencarbonate to adjust the m... Reactants: C(C1=CC=CC=C1)O[C@@H]1C[C@H](N(C1)C(=O)OCC)CCOC1=C(C=CC=C1)CCC1=CC(=CC(=C1)OC)OC ((2R,4R)-4-benzyloxy-1-ethoxycarbonyl-2-(2-{2-[2-(3,5-dimethoxyphenyl)ethyl]phenoxy}ethyl)pyrrolidine). Reagents/catalysts: [Pd] (palladium-on-carbon). Solvent: C(C)O (ethanol). Yields the product C(C)OC(=O)N1[C@@H](C[C@H](C1)O)CCOC1=C(C=CC=C1)CCC1=CC(=CC(=C1)OC)OC ((2R,4R)-1-ethoxycarbonyl-4-hydroxy-2-(2-{2-[2-(3,5-dimethoxyphenyl)ethyl]phenoxy}ethyl)pyrrolidine). The yield is 90.7%. Reaction SMILES: C([O:8][C@H:9]1[CH2:13][N:12]([C:14]([O:16][CH2:17][CH3:18])=[O:15])[C@H:11]([CH2:19][CH2:20][O:21][C:22]2[CH:27]=[CH:26][CH:25]=[CH:24][C:23]=2[CH2:28][CH2:29][C:30]2[CH:35]=[C:34]([O:36][CH3:37])[CH:33]=[C:32]([O:38][CH3:39])[CH:31]=2)[CH2:10]1)C1C=CC=CC=1>C(O)C.[Pd]>[CH2:17]([O:16][C:14]([N:12]1[CH2:13][C@H:9]([OH:8])[CH2:10][C@H:11]1[CH2:19][CH2:20][O:21][C:22]1[CH:27]=[CH:26][CH:25]=[CH:24][C:23]=1[CH2:28][CH2:29][C:30]1[CH:31]=[C:32]([O:38][CH3:39])[CH:33]=[C:34]([O:36][CH3:37])[CH:35]=1)=[O:15])[CH3:18]. Reported procedure: A solution of 0.951 g of (2R,4R)-4-benzyloxy-1-ethoxycarbonyl-2-(2-{2-[2-(3,5-dimethoxyphenyl)ethyl]phenoxy}ethyl)pyrrolidine and 95 m g of 5% w/w palladium-on-carbon in 6 ml of ethanol was stirred under an atmosphere of hydrogen at 60° C. for 9 hours. At the end of this time, the mixture was cooled, and the catalyst was removed by filtration. The filtrate was then concentrated by distillation under reduced pressure. The resulting oil was purified by column chromatography through silica gel, usi... Reactants: C1(=CC=CC=C1)N1S(ON=C1C1=CC=C(C=C1)F)=O (3-phenyl-4-(4-fluorophenyl)-1,2,3,5-oxathiadiazole -2-oxide), C1(=CC=CC=C1)N1S(ON=C1C1=C(C=C(C=C1)Cl)Cl)=O (3-phenyl-4-(2,4-dichlorophenyl)-1,2,3,5-oxathiadiazole-2-oxide), ClC1=C(C=CC(=C1)Cl)N1S(ON=C1C1=C(C=CC=C1Cl)Cl)=O (3-(2,4-dichlorophenyl)-4-(2,6-dichlorophenyl)-1,2,3,5-oxathiadiazole-2-oxide). The product is C1(=CC=CC=C1)N1S(ON=C1C1=CC=CC=C1)=O (3,4-diphenyl-1,2,3,5-oxathiadiazole-2-oxide). RXN SMILES: [C:1]1([N:7]2[C:11]([C:12]3[CH:17]=[CH:16][C:15](F)=[CH:14][CH:13]=3)=[N:10][O:9][S:8]2=[O:19])[CH:6]=[CH:5][CH:4]=[CH:3][CH:2]=1.C1(N2C(C3C=CC(Cl)=CC=3Cl)=NOS2=O)C=CC=CC=1.ClC1C=C(Cl)C=CC=1N1C(C2C(Cl)=CC=CC=2Cl)=NOS1=O>>[C:1]1([N:7]2[C:11]([C:12]3[CH:13]=[CH:14][CH:15]=[CH:16][CH:17]=3)=[N:10][O:9][S:8]2=[O:19])[CH:2]=[CH:3][CH:4]=[CH:5][CH:6]=1. Reported procedure: 3-phenyl-4-(4-fluorophenyl)-1,2,3,5-oxathiadiazole -2-oxide; 3-phenyl-4-(2,4-dichlorophenyl)-1,2,3,5-oxathiadiazole-2-oxide; 3-(2,4-dichlorophenyl)-4-(2,6-dichlorophenyl)-1,2,3,5-oxathiadiazole-2-oxide. Reactants: ClC(=O)OCC (ethyl chloroformate), [Cl-].[Na+] (sodium chloride), CN (methylamine), C(C)(C)(C)OC(=O)N1[C@@H](C[C@H](C1)O)C(=O)O ((2S, 4R)-1-(t-butoxycarbonyl)-4-hydroxy-2-pyrrolidinecarboxylic acid). The solvent is O1CCCC1 (tetrahydrofuran), O1CCCC1 (tetrahydrofuran), C(C)N(CC)CC (triethylamine). Conditions: time 1 hour. The product is C(C)(C)(C)OC(=O)N1[C@@H](C[C@H](C1)O)C(NC)=O ((2S, 4R)-1-(t-Butoxycarbonyl)-2-methylcarbamoyl-4-hydroxypyrrolidine). RXN SMILES: [C:1]([O:5][C:6]([N:8]1[CH2:12][C@H:11]([OH:13])[CH2:10][C@H:9]1[C:14]([OH:16])=O)=[O:7])([CH3:4])([CH3:3])[CH3:2].ClC(OCC)=O.[CH3:23][NH2:24].[Cl-].[Na+]>O1CCCC1.C(N(CC)CC)C>[C:1]([O:5][C:6]([N:8]1[CH2:12][C@H:11]([OH:13])[CH2:10][C@H:9]1[C:14](=[O:16])[NH:24][CH3:23])=[O:7])([CH3:4])([CH3:3])[CH3:2] |f:3.4|. Procedure details: 9.91 ml of triethylamine were added at -40° C. to a solution of 15.03 g of (2S, 4R)-1-(t-butoxycarbonyl)-4-hydroxy-2-pyrrolidinecarboxylic acid dissolved in 250 ml of dry tetrahydrofuran, and then a solution of 6.81 ml of ethyl chloroformate in 30 ml of dry tetrahydrofuran was added at -30° to -40° C. to the resulting mixture, which was then stirred at the same temperature for 1 hour, 16.82 ml of a 40% by volume aqueous methylamine solution were then added at -30° C., and the temperature of the ... Reactants: CN(C)C=O, COc1ccc2[nH]ccc2c1, [Na+], [OH-], O, O=P(Cl)(Cl)Cl. Product: COc1ccc2[nH]cc(C=O)c2c1. As a reaction SMILES: [CH3:19][N:20]([CH:21]=[O:22])[CH3:23].[CH3:6][O:7][c:8]1[cH:9][c:10]2[cH:11][cH:12][nH:13][c:14]2[cH:15][cH:16]1.[Na+:18].[OH-:17].[OH2:24].[P:1]([Cl:2])([Cl:3])([Cl:4])=[O:5]>>[CH3:6][O:7][c:8]1[cH:9][c:10]2[c:11]([CH:21]=[O:22])[cH:12][nH:13][c:14]2[cH:15][cH:16]1. Reactants: C1(=CC=CC=C1)[C@H](C1=NC=CC=C1)NC(=O)[C@@H]1SCCN1C(=O)OC(C)(C)C (tert-butyl (2S)-2-({[(R)-phenyl(pyridin-2-yl)methyl]amino}-carbonyl)-1,3-thiazolidine-3-carboxylate), C1(=CC=CC=C1)[C@H](C1=NC=CC=C1)NC(=O)[C@@H]1SCCN1C(=O)OC(C)(C)C (tert-butyl (2S)-2-({[(R)-phenyl(pyridin-2-yl)methyl]amino}-carbonyl)-1,3-thiazolidine-3-carboxylate), C1(=CC=C(C=C1)S(=O)(=O)Cl)C1=CC=CC=C1 ([1,1′-biphenyl]-4-sulfonyl chloride). The product is C1(=CC=C(C=C1)S(=O)(=O)N1[C@@H](SCC1)C(=O)N[C@@H](C1=NC=CC=C1)C1=CC=CC=C1)C1=CC=CC=C1 ((2S)-3-(1,1′-biphenyl-4-ylsulfonyl)-N—[(R)-phenyl(pyridin-2-yl)methyl]-1,3-thiazolidine-2-carboxamide). Reaction SMILES: [C:1]1([C@@H:7]([NH:14][C:15]([C@H:17]2[N:21](C(OC(C)(C)C)=O)[CH2:20][CH2:19][S:18]2)=[O:16])[C:8]2[CH:13]=[CH:12][CH:11]=[CH:10][N:9]=2)[CH:6]=[CH:5][CH:4]=[CH:3][CH:2]=1.[C:29]1([C:39]2[CH:44]=[CH:43][CH:42]=[CH:41][CH:40]=2)[CH:34]=[CH:33][C:32]([S:35](Cl)(=[O:37])=[O:36])=[CH:31][CH:30]=1>>[C:29]1([C:39]2[CH:44]=[CH:43][CH:42]=[CH:41][CH:40]=2)[CH:34]=[CH:33][C:32]([S:35]([N:21]2[CH2:20][CH2:19][S:18][C@H:17]2[C:15]([NH:14][C@H:7]([C:1]2[CH:2]=[CH:3][CH:4]=[CH:5][CH:6]=2)[C:8]2[CH:13]=[CH:12][CH:11]=[CH:10][N:9]=2)=[O:16])(=[O:37])=[O:36])=[CH:31][CH:30]=1. Procedure details: Following the general strategies and protocols outlined in Example 1, starting from tert-butyl (2S)-2-({[(R)-phenyl(pyridin-2-yl)methyl]amino}-carbonyl)-1,3-thiazolidine-3-carboxylate (Intermediate 6) and [1,1′-biphenyl]-4-sulfonyl chloride, the title compound was obtained in 99% purity by HPLC.